The task is: describe an organic reaction: reactants, conditions, products, and yield. This data is from the Open Reaction Database (ORD), a public repository of structured organic reaction records. The reactants are [OH-].[Na+] (NaOH), C(C1=CC=CC=C1)OC=1C(=NC(=C2C=CC=NC12)NCCCCCCNC(=O)OC(C)(C)C)C(=O)NCC1=C(C(=O)OCC)C=C(C=C1)F (Ethyl 2-((8-(benzyloxy)-5-(6-(tert-butoxycarbonylamino)hexylamino)-1,6-naphthyridine-7-carboxamido)methyl)-5-fluorobenzoate), Cl (HCl). The solvent is C(C)O (ethanol). The product is C(C1=CC=CC=C1)OC=1C(=NC(=C2C=CC=NC12)NCCCCCCNC(=O)OC(C)(C)C)C(=O)NCC1=C(C(=O)O)C=C(C=C1)F (2-((8-(Benzyloxy)-5-(6-(tert-butoxycarbonylamino)hexylamino)-1,6-naphthyridine-7-carboxamido)methyl)-5-fluorobenzoic acid). RXN SMILES: [CH2:1]([O:8][C:9]1[C:10]([C:34]([NH:36][CH2:37][C:38]2[CH:48]=[CH:47][C:46]([F:49])=[CH:45][C:39]=2[C:40]([O:42]CC)=[O:41])=[O:35])=[N:11][C:12]([NH:19][CH2:20][CH2:21][CH2:22][CH2:23][CH2:24][CH2:25][NH:26][C:27]([O:29][C:30]([CH3:33])([CH3:32])[CH3:31])=[O:28])=[C:13]2[C:18]=1[N:17]=[CH:16][CH:15]=[CH:14]2)[C:2]1[CH:7]=[CH:6][CH:5]=[CH:4][CH:3]=1.[OH-].[Na+].Cl>C(O)C>[CH2:1]([O:8][C:9]1[C:10]([C:34]([NH:36][CH2:37][C:38]2[CH:48]=[CH:47][C:46]([F:49])=[CH:45][C:39]=2[C:40]([OH:42])=[O:41])=[O:35])=[N:11][C:12]([NH:19][CH2:20][CH2:21][CH2:22][CH2:23][CH2:24][CH2:25][NH:26][C:27]([O:29][C:30]([CH3:33])([CH3:32])[CH3:31])=[O:28])=[C:13]2[C:18]=1[N:17]=[CH:16][CH:15]=[CH:14]2)[C:2]1[CH:7]=[CH:6][CH:5]=[CH:4][CH:3]=1 |f:1.2|. Procedure details: Ethyl 2-((8-(benzyloxy)-5-(6-(tert-butoxycarbonylamino)hexylamino)-1,6-naphthyridine-7-carboxamido)methyl)-5-fluorobenzoate (Example 1.3; 0.64 g; 0.96 mmol) was dissolved in ethanol (4 ml). A solution of 1N NaOH (1.5 ml) was added at room temperature. After completion of the reaction, HCl 1 N was added until pH=2-3 was reached. The solvent was evaporated under pressure. The residue was taken-up in EtOAc and washed with H2O and brine. The organic layer was separated, dried (MgSO4), filtered and t... Reactants: COC(=O)c1cc(O)c(Br)c(OS(=O)(=O)C(F)(F)F)c1, O=C([O-])[O-], CI, CCOC(C)=O, [K+], [K+], CN(C)C=O. The product is COC(=O)c1cc(OC)c(Br)c(OS(=O)(=O)C(F)(F)F)c1. RXN SMILES: [Br:8][c:9]1[c:10]([OH:27])[cH:11][c:12]([C:13](=[O:14])[O:15][CH3:16])[cH:17][c:18]1[O:19][S:20](=[O:21])(=[O:22])[C:23]([F:24])([F:25])[F:26].[C:28](=[O:29])([O-:30])[O-:31].[CH3:1][I:2].[CH3:34][CH2:35][O:36][C:37](=[O:38])[CH3:39].[K+:32].[K+:33].[O:3]=[CH:4][N:5]([CH3:6])[CH3:7]>>[O:3]([CH3:4])[c:10]1[c:9]([Br:8])[c:18]([O:19][S:20](=[O:21])(=[O:22])[C:23]([F:24])([F:25])[F:26])[cH:17][c:12]([C:13](=[O:14])[O:15][CH3:16])[cH:11]1. Reactants: C(C)O (ethanol), C(C)OC(CO[C@@H](COCC1=CC=CC=C1)CC=C)OCC ([(R)-2-(2,2-Diethoxyethoxy)-4-pentenyloxymethyl]benzene), S(=O)(=O)(O)O.NO (hydroxylamine sulfate), C(C)(=O)[O-].[Na+] (sodium acetate). Solvent: O (water), O (Water), C(=O)O (formic acid), O (water). Reaction conditions: time 8 hour. Yields the product C(C1=CC=CC=C1)OC[C@@H](CC=C)OCC=NO (((R)-1-benzyloxymethyl-3-butenyloxy)acetaldehyde oxime). Yield: 112.9%. Reaction SMILES: C(O[CH:4](OCC)[CH2:5][O:6][C@H:7]([CH2:17][CH:18]=[CH2:19])[CH2:8][O:9][CH2:10][C:11]1[CH:16]=[CH:15][CH:14]=[CH:13][CH:12]=1)C.C(O)C.S(O)(O)(=O)=O.[NH2:31][OH:32].C([O-])(=O)C.[Na+]>C(O)=O.O>[CH2:10]([O:9][CH2:8][C@H:7]([O:6][CH2:5][CH:4]=[N:31][OH:32])[CH2:17][CH:18]=[CH2:19])[C:11]1[CH:16]=[CH:15][CH:14]=[CH:13][CH:12]=1 |f:2.3,4.5|. Procedure details: [(R)-2-(2,2-Diethoxyethoxy)-4-pentenyloxymethyl]benzene (20.0 g) was dissolved in formic acid (160 ml) and water (40 ml), and the mixture was stirred at room temperature for 30 minutes. Next, water (161 ml) and ethanol (400 ml) were added, and then hydroxylamine sulfate (6.38 g) and sodium acetate (8.82 g) were added, followed by stirring at room temperature overnight. Water was added to the reaction solution, and the insoluble matter was dissolved. Then, the excess of ethanol was evaporated und... Product: CC1=C(SC=C1)C(=CCO)C=1SC=CC1C (3,3-bis-(3-methyl-thiophen-2-yl)-prop-2-en-1-ol). Reaction SMILES: C([O:3][C:4](=O)[CH:5]=[C:6]([C:13]1[S:14][CH:15]=[CH:16][C:17]=1[CH3:18])[C:7]1[S:8][CH:9]=[CH:10][C:11]=1[CH3:12])C.CC(C[AlH]CC(C)C)C.[Cl-].[NH4+].C(Cl)Cl>C1COCC1>[CH3:12][C:11]1[CH:10]=[CH:9][S:8][C:7]=1[C:6]([C:13]1[S:14][CH:15]=[CH:16][C:17]=1[CH3:18])=[CH:5][CH2:4][OH:3] |f:2.3|. Reaction conditions: time 2 hour. Run in C1CCOC1 (THF). Procedure: To a solution of 3,3-bis-(3-methyl-thiophen-2-yl)-acrylic acid ethyl ester (2.12 g, 7.27 mmol) in THF (20 ml) was added a solution of DIBAL-H (1.5 M in toluene, 33 ml, 49.5 mmol) at −20° C. The reaction mixture was stirred for a further 2 h. A solution of ammonium chloride was added followed by methylene chloride (150 ml) and decalite. The mixture was filtered and the filter was washed with additional methylene chloride (500 ml). The combined organic phases were evaporated to give crude product.... Reactants: C(C)OC(C=C(C=1SC=CC1C)C=1SC=CC1C)=O (3,3-bis-(3-methyl-thiophen-2-yl)-acrylic acid ethyl ester), CC(C)C[AlH]CC(C)C (DIBAL-H), C(Cl)Cl (methylene chloride), [Cl-].[NH4+] (ammonium chloride). Starting materials: [Al+3], O=C(Cl)CCc1ccc(Br)cc1, [Cl-], [Cl-], [Cl-], ClCCl, Cl. Product: O=C1CCc2ccc(Br)cc21. As a reaction SMILES: [Al+3:14].[Br:1][c:2]1[cH:3][cH:4][c:5]([CH2:8][CH2:9][C:10](=[O:11])[Cl:12])[cH:6][cH:7]1.[Cl-:13].[Cl-:15].[Cl-:16].[Cl:18][CH2:19][Cl:20].[ClH:17]>>[Br:1][c:2]1[cH:3][cH:4][c:5]2[c:6]([cH:7]1)[C:10](=[O:11])[CH2:9][CH2:8]2. Reactants: C(C)(C)(C)C1=C(C(=CC=C1)C(C)(C)C)O (2,6-di-tert.-butylphenol), [OH-].[Na+] (sodium hydroxide), [Cl-].[Na+] (sodium chloride), C(=O)=O (carbon dioxide). Run in CN(C=O)C (dimethylformamide), O (water), CN(C=O)C.O (dimethylformamide water). Run at temperature 60 celsius, time 0.5 hour. The product is C(C)(C)(C)C=1C=C(C(=O)[O-])C=C(C1O)C(C)(C)C.[Na+] (sodium 3,5-di-tert.-butyl-4-hydroxy-benzoate). As a reaction SMILES: [C:1]([C:5]1[CH:10]=[CH:9][CH:8]=[C:7]([C:11]([CH3:14])([CH3:13])[CH3:12])[C:6]=1[OH:15])([CH3:4])([CH3:3])[CH3:2].[OH-].[Na+:17].[C:18](=[O:20])=[O:19].[Cl-].[Na+]>CN(C)C=O.O.CN(C)C=O.O>[C:11]([C:7]1[CH:8]=[C:9]([CH:10]=[C:5]([C:1]([CH3:4])([CH3:3])[CH3:2])[C:6]=1[OH:15])[C:18]([O-:20])=[O:19])([CH3:14])([CH3:13])[CH3:12].[Na+:17] |f:1.2,4.5,8.9,10.11|. Procedure: A mixture of dimethylformamide/water is distilled from a solution of 206 g (1 mol) of 2,6-di-tert.-butylphenol and 80 g of a 50% strength aqueous sodium hydroxide solution in 500 ml of dimethylformamide at boiling point 30°-50° C./approx. 20 mm Hg until the water content in the last sample of the distillate is approx. 1.5%. After releasing the vacuum with nitrogen, carbon dioxide gas is passed into the reaction solution, with vigorous stirring, in the course of which the temperature of the solut...